Dataset: the Open Reaction Database (ORD), a public repository of structured organic reaction records. Task: describe an organic reaction: reactants, conditions, products, and yield Starting materials: C(C)(=O)N1CCC(CC1)C(=O)N1C[C@H]([C@@H](CC1)N(C(C(F)(F)F)=O)C)C1=CC(=C(C=C1)Cl)Cl (N-[(3R*,4R*)-1-[(1-acetylpiperidin-4-yl)carbonyl]-3-(3,4-dichlorophenyl)piperidin-4-yl]-2,2,2-trifluoro-N-methylacetamide), C([O-])([O-])=O.[K+].[K+] (potassium carbonate), C([O-])([O-])=O.[K+].[K+] (potassium carbonate). Run in CO (methanol), O (water). Conditions: temperature 50 celsius, time 24 hour. The product is C(C)(=O)N1CCC(CC1)C(=O)N1C[C@H]([C@@H](CC1)NC)C1=CC(=C(C=C1)Cl)Cl ((3R*,4R*)-1-[(1-acetylpiperidin-4-yl)carbonyl]-3-(3,4-dichlorophenyl)-N-methylpiperidin-4-amine). The yield is 56.0%. As a reaction SMILES: [C:1]([N:4]1[CH2:9][CH2:8][CH:7]([C:10]([N:12]2[CH2:17][CH2:16][C@@H:15]([N:18](C)[C:19](=O)C(F)(F)F)[C@H:14]([C:26]3[CH:31]=[CH:30][C:29]([Cl:32])=[C:28]([Cl:33])[CH:27]=3)[CH2:13]2)=[O:11])[CH2:6][CH2:5]1)(=[O:3])[CH3:2].C(=O)([O-])[O-].[K+].[K+]>CO.O>[C:1]([N:4]1[CH2:5][CH2:6][CH:7]([C:10]([N:12]2[CH2:17][CH2:16][C@@H:15]([NH:18][CH3:19])[C@H:14]([C:26]3[CH:31]=[CH:30][C:29]([Cl:32])=[C:28]([Cl:33])[CH:27]=3)[CH2:13]2)=[O:11])[CH2:8][CH2:9]1)(=[O:3])[CH3:2] |f:1.2.3|. Procedure details: To a mixture of the compound (0.66 g) obtained in step 4 in methanol (6.5 mL) and water (1.3 mL) was added potassium carbonate (0.35 g) at room temperature, and the mixture was stirred at 50° C. for 24 hr. Furthermore, potassium carbonate (1.70 g) was added, and the mixture was stirred at 50° C. for 6 days. The organic solvent was evaporated under reduced pressure, and the residue was poured into saturated aqueous sodium hydrogen carbonate solution and ethyl acetate. The organic layer was washed... The reactants are ClCl (chlorine), C26H30ClN5O3, ClC1=CC2=C(NC(=N2)C(CCC(=O)O)NC(C2=CC(=C(C=C2)C(=O)N2CCCC2)C)=O)C=C1 (rac.-N-[1-(5-chloro-1H-benzimidazol-2-yl)-3-hydroxycarbonylpropyl]-3-methyl-4-(pyrrolidin-1-ylcarbonyl)benzamide), CN(C)C(=[N+](C)C)ON1C2=C(C=CC=C2)N=N1.[B-](F)(F)(F)F (TBTU), C(C)(C)N(CC)C(C)C (diisopropylethylamine), C(C)N (ethylamine). Run in C(C)(=O)OCC.C(C)O (ethyl acetate ethanol), O1CCCC1 (tetrahydrofuran). Yields the product ClC1=CC2=C(NC(=N2)C(CCC(=O)NCC)NC(C2=CC(=C(C=C2)C(=O)N2CCCC2)C)=O)C=C1 (rac.-N-[1-(5-chloro-1H-benzimidazol-2-yl)-3-ethylaminocarbonylpropyl]-3-methyl-4-(pyrrolidin-1-ylcarbonyl)benzamide). The yield is 67.0%. Reaction SMILES: [Cl:1][C:2]1[CH:33]=[CH:32][C:5]2[NH:6][C:7]([CH:9]([NH:15][C:16](=[O:31])[C:17]3[CH:22]=[CH:21][C:20]([C:23]([N:25]4[CH2:29][CH2:28][CH2:27][CH2:26]4)=[O:24])=[C:19]([CH3:30])[CH:18]=3)[CH2:10][CH2:11][C:12](O)=[O:13])=[N:8][C:4]=2[CH:3]=1.CN(C(O[N:42]1N=N[C:44]2C=CC=C[C:43]1=2)=[N+](C)C)C.[B-](F)(F)(F)F.C(N(C(C)C)CC)(C)C.C(N)C.ClCl>O1CCCC1.C(OCC)(=O)C.C(O)C>[Cl:1][C:2]1[CH:33]=[CH:32][C:5]2[NH:6][C:7]([CH:9]([NH:15][C:16](=[O:31])[C:17]3[CH:22]=[CH:21][C:20]([C:23]([N:25]4[CH2:29][CH2:28][CH2:27][CH2:26]4)=[O:24])=[C:19]([CH3:30])[CH:18]=3)[CH2:10][CH2:11][C:12]([NH:42][CH2:43][CH3:44])=[O:13])=[N:8][C:4]=2[CH:3]=1 |f:1.2,7.8|. Procedure: Prepared analogously to Example 1g from rac.-N-[1-(5-chloro-1H-benzimidazol-2-yl)-3-hydroxycarbonylpropyl]-3-methyl-4-(pyrrolidin-1-ylcarbonyl)benzamide, TBTU, diisopropylethylamine, and ethylamine in tetrahydrofuran. Yield: 67%; Rf value: 0.24 (silica gel; ethyl acetate/ethanol=95:5); C26H30ClN5O3 (496.01); mass spectrum: (M+H)+=496/498 (chlorine isotope). Starting materials: COC(CC1=C(C2=CC=C(C=C2C(=C1F)O)F)Br)=O ((1-bromo-3,6-difluoro-4-hydroxy-naphthalen-2-yl)-acetic acid methyl ester). Reaction conditions: time 8 hour. Procedure: To a solution of (1-bromo-3,6-difluoro-4-hydroxy-naphthalen-2-yl)-acetic acid methyl ester (50 mg, 0.152 mmol) in methanol was added 10% palladium on carbon (10 mg). After being stirred at room temperature under a hydrogen atmosphere overnight, the resulting mixture was filtered. The filtrate was concentrated in vacuo to afford (3,6-difluoro-4-hydroxy-naphthalen-2-yl)-acetic acid methyl ester (25 mg, 65%) as a white solid. Reaction SMILES: [CH3:1][O:2][C:3](=[O:19])[CH2:4][C:5]1[C:14]([F:15])=[C:13]([OH:16])[C:12]2[C:7](=[CH:8][CH:9]=[C:10]([F:17])[CH:11]=2)[C:6]=1Br>CO.[Pd]>[CH3:1][O:2][C:3](=[O:19])[CH2:4][C:5]1[C:14]([F:15])=[C:13]([OH:16])[C:12]2[C:7](=[CH:8][CH:9]=[C:10]([F:17])[CH:11]=2)[CH:6]=1. Yield: 65.2%. The reagents and catalysts are [Pd] (palladium on carbon). The solvent is CO (methanol). The product is COC(CC1=CC2=CC=C(C=C2C(=C1F)O)F)=O ((3,6-difluoro-4-hydroxy-naphthalen-2-yl)-acetic acid methyl ester). Starting materials: CC=1C=CC=C2C=C(C(=NC12)C1=C(C=CC=C1)C(F)(F)F)C=O (8-methyl-2-(2-(trifluoromethyl)phenyl)-quinoline-3-carbaldehyde), C(C1=CC=C(OC)C=C1)N (PMBNH2), [BH-](OC(=O)C)(OC(=O)C)OC(=O)C.[Na+] (NaBH(OAc)3). Solvent: ClCCCl (DCE). Yields the product COC1=CC=C(CNCC=2C(=NC3=C(C=CC=C3C2)C)C2=C(C=CC=C2)C(F)(F)F)C=C1 (N-(4-methoxybenzyl)(8-methyl-2-(2-(trifluoromethyl)phenyl)-quinolin-3-yl)methanamine). Reaction SMILES: [CH3:1][C:2]1[CH:3]=[CH:4][CH:5]=[C:6]2[C:11]=1[N:10]=[C:9]([C:12]1[CH:17]=[CH:16][CH:15]=[CH:14][C:13]=1[C:18]([F:21])([F:20])[F:19])[C:8]([CH:22]=O)=[CH:7]2.[CH2:24]([NH2:33])[C:25]1[CH:32]=[CH:31][C:28]([O:29][CH3:30])=[CH:27][CH:26]=1.[BH-](OC(C)=O)(OC(C)=O)OC(C)=O.[Na+]>ClCCCl>[CH3:30][O:29][C:28]1[CH:31]=[CH:32][C:25]([CH2:24][NH:33][CH2:22][C:8]2[C:9]([C:12]3[CH:17]=[CH:16][CH:15]=[CH:14][C:13]=3[C:18]([F:21])([F:20])[F:19])=[N:10][C:11]3[C:6]([CH:7]=2)=[CH:5][CH:4]=[CH:3][C:2]=3[CH3:1])=[CH:26][CH:27]=1 |f:2.3|. Procedure details: Prepared according to Procedure F using 8-methyl-2-(2-(trifluoromethyl)phenyl)-quinoline-3-carbaldehyde (1 g, 3.17 mmol), DCE (16 mL), PMBNH2 (0.62 mL, 4.75 mmol, 1.5 eq), and NaBH(OAc)3 (2.0166 g, 9.52 mmol, 3 eq). After purification, N-(4-methoxybenzyl)(8-methyl-2-(2-(trifluoromethyl)phenyl)-quinolin-3-yl)methanamine was obtained as light yellow syrup. 1H NMR (DMSO-d) δ ppm 8.48 (1H, s), 7.87 (2H, t, J=7.2 Hz), 7.64-7.77 (2H, m), 7.48-7.62 (3H, m), 7.14 (2H, d, J=8.6 Hz), 6.81 (2H, d, J=8.6 Hz... Reaction conditions: temperature 120 celsius, time 5 hour. Run in CC(C)(CC)O (2-methyl-2-butanol). Reactants: ClCC=1N=C(SC1)C1=CC=C(C=C1)OC (4-chloromethyl-2-(4-methoxy-phenyl)-thiazole), N1C=NC=C1 (imidazole), [I-].[K+] (potassium iodide), [OH-].[Na+] (sodium hydroxide). Yield: 91.0%. RXN SMILES: Cl[CH2:2][C:3]1[N:4]=[C:5]([C:8]2[CH:13]=[CH:12][C:11]([O:14][CH3:15])=[CH:10][CH:9]=2)[S:6][CH:7]=1.[NH:16]1[CH:20]=[CH:19][N:18]=[CH:17]1.[I-].[K+].[OH-].[Na+]>CC(O)(CC)C>[CH3:15][O:14][C:11]1[CH:12]=[CH:13][C:8]([C:5]2[S:6][CH:7]=[C:3]([CH2:2][N:16]3[CH:20]=[CH:19][N:18]=[CH:17]3)[N:4]=2)=[CH:9][CH:10]=1 |f:2.3,4.5|. The product is COC1=CC=C(C=C1)C=1SC=C(N1)CN1C=NC=C1 (1-[2-(4-methoxy-phenyl)-thiazol-4-ylmethyl]-imidazole). Procedure: A suspension of 2.40 g (10 mmol) 4-chloromethyl-2-(4-methoxy-phenyl)-thiazole, 1.02 g (15 mmol) imidazole, 0.17 g (1 mmol) potassium iodide and 0.60 g (15 mmol) sodium hydroxide in 25 ml 2-methyl-2-butanol was stirred at 120° C. for 5 h. After evaporation, the residue was quenched with water and extracted with ethyl acetate. The extract was dried and concentrated to yield 2.47 g (91%) 1-[2-(4-methoxy-phenyl)-thiazol-4-ylmethyl]-imidazole as beige crystals, melting at 89-90° C. The reactants are COC(=O)C1=NC(=C(C(=N1)C(C)(C)C)O)C(C)(C)C (4,6-bis (1,1-dimethylethyl)-5-hydroxy-2-pyrimidine carboxylic acid methyl ester). Solvent: [OH-].[Na+] (NaOH). Yields the product CC(C)(C)C1=NC(=NC(=C1O)C(C)(C)C)C(=O)O (4,6-bis(1,1-dimethylethyl)-5-hydroxy-2-pyrimidine carboxylic acid). Yield: 90.8%. As a reaction SMILES: C[O:2][C:3]([C:5]1[N:10]=[C:9]([C:11]([CH3:14])([CH3:13])[CH3:12])[C:8]([OH:15])=[C:7]([C:16]([CH3:19])([CH3:18])[CH3:17])[N:6]=1)=[O:4]>[OH-].[Na+]>[CH3:19][C:16]([C:7]1[C:8]([OH:15])=[C:9]([C:11]([CH3:14])([CH3:13])[CH3:12])[N:10]=[C:5]([C:3]([OH:4])=[O:2])[N:6]=1)([CH3:17])[CH3:18] |f:1.2|. Procedure details: A solution of 4,6-bis (1,1-dimethylethyl)-5-hydroxy-2-pyrimidine carboxylic acid methyl ester (500 mg) in 1N NaOH (50 mL) is heated at reflux for 1 hour. The reaction mixture is cooled, filtered, and acidified to pH 4 with 1N HCl. The resulting precipitate is collected by filtration and dried at room temperature under vacuum to give pure 4,6-bis(1,1-dimethylethyl)-5-hydroxy-2-pyrimidine carboxylic acid (430 mg); mp 200° C. dec. Starting materials: C(C1=CC=CC=C1)N(O)CC1=CC=CC=C1 (N,N-dibenzylhydroxylamine), C(C=C)(=O)OCCCCCCCCCCCCCCCCCC (n-octadecyl acrylate), CC(C)([O-])C.[K+] (potassium-tert-butoxide). Solvent: O1CCCC1 (tetrahydrofuran). The product is C(CCCCCCCCCCCCCCCCC)OC(CCON(CC1=CC=CC=C1)CC1=CC=CC=C1)=O (Octadecyl-3-[N,N-dibenzylaminoxy]propanoate). RXN SMILES: [CH2:1]([N:8]([CH2:10][C:11]1[CH:16]=[CH:15][CH:14]=[CH:13][CH:12]=1)[OH:9])[C:2]1[CH:7]=[CH:6][CH:5]=[CH:4][CH:3]=1.[C:17]([O:21][CH2:22][CH2:23][CH2:24][CH2:25][CH2:26][CH2:27][CH2:28][CH2:29][CH2:30][CH2:31][CH2:32][CH2:33][CH2:34][CH2:35][CH2:36][CH2:37][CH2:38][CH3:39])(=[O:20])[CH:18]=[CH2:19].CC(C)([O-])C.[K+]>O1CCCC1>[CH2:22]([O:21][C:17](=[O:20])[CH2:18][CH2:19][O:9][N:8]([CH2:1][C:2]1[CH:3]=[CH:4][CH:5]=[CH:6][CH:7]=1)[CH2:10][C:11]1[CH:16]=[CH:15][CH:14]=[CH:13][CH:12]=1)[CH2:23][CH2:24][CH2:25][CH2:26][CH2:27][CH2:28][CH2:29][CH2:30][CH2:31][CH2:32][CH2:33][CH2:34][CH2:35][CH2:36][CH2:37][CH2:38][CH3:39] |f:2.3|. Procedure: The procedure of Example I is repeated using 10.66 g of N,N-dibenzylhydroxylamine, 16.03 g of n-octadecyl acrylate, and 0.50 g of potassium-tert-butoxide in 100 ml of tetrahydrofuran, to afford the title compound as a colorless oil.